This data is from the Open Reaction Database (ORD), a public repository of structured organic reaction records. The task is: describe an organic reaction: reactants, conditions, products, and yield The product is CCCN1CCC(c2cccc(S(C)(=O)=O)c2Cl)CC1. Reactants: CO, CCCN1CC=C(c2cccc(S(C)(=O)=O)c2Cl)CC1, Cl, O=[Pt]. As a reaction SMILES: [CH3:22][OH:23].[Cl:1][c:2]1[c:3]([C:12]2=[CH:17][CH2:16][N:15]([CH2:18][CH2:19][CH3:20])[CH2:14][CH2:13]2)[cH:4][cH:5][cH:6][c:7]1[S:8](=[O:9])(=[O:10])[CH3:11].[ClH:21].[Pt:24]=[O:25]>>[Cl:1][c:2]1[c:3]([CH:12]2[CH2:13][CH2:14][N:15]([CH2:18][CH2:19][CH3:20])[CH2:16][CH2:17]2)[cH:4][cH:5][cH:6][c:7]1[S:8](=[O:9])(=[O:10])[CH3:11].